From a dataset of the Open Reaction Database (ORD), a public repository of structured organic reaction records. describe an organic reaction: reactants, conditions, products, and yield Starting materials: C1(=CC=CC=C1)P(C1=CC=CC=C1)C1=CC=CC=C1 (triphenylphosphine), N(=NC(=O)[O-])C(=O)[O-] (azodicarboxylate), ClC1=NC=NC2=CC(=C(C=C12)OC)O (4-Chloro-7-hydroxy-6-methoxyquinazoline), C(C)(=O)N1CCN(CC1)CCCO (3-(4-acetylpiperazin-1-yl)propan-1-ol). Solvent: ClCCl (dichloromethane). Conditions: time 8 hour. Yields the product CCCC(C)C (iso-hexane), C(C)(=O)N1CCN(CC1)CCCOC1=C(C=C2C(=NC=NC2=C1)Cl)OC (7-[3-(4-acetylpiperazin-1-yl)propoxy]-4-chloro-6-methoxyquinazoline). The yield is 147.2%. Reaction SMILES: [Cl:1][C:2]1[C:11]2[C:6](=[CH:7][C:8]([OH:14])=[C:9]([O:12][CH3:13])[CH:10]=2)[N:5]=[CH:4][N:3]=1.[C:15]([N:18]1[CH2:23][CH2:22][N:21]([CH2:24][CH2:25][CH2:26]O)[CH2:20][CH2:19]1)(=[O:17])[CH3:16].C1(P(C2C=CC=CC=2)C2C=CC=CC=2)C=CC=CC=1.N(C([O-])=O)=NC([O-])=O>ClCCl>[CH3:8][CH2:7][CH2:6][CH:11]([CH3:2])[CH3:10].[C:15]([N:18]1[CH2:23][CH2:22][N:21]([CH2:24][CH2:25][CH2:26][O:14][C:8]2[CH:7]=[C:6]3[C:11]([C:2]([Cl:1])=[N:3][CH:4]=[N:5]3)=[CH:10][C:9]=2[O:12][CH3:13])[CH2:20][CH2:19]1)(=[O:17])[CH3:16]. Reported procedure: 4-Chloro-7-hydroxy-6-methoxyquinazoline (3 g, 14.2 mmol), (prepared as described for the starting material in Example 4), 3-(4-acetylpiperazin-1-yl)propan-1-ol (3.2 g, 17.1 mmol), (prepared as described for the starting material in this example hereinbefore), and triphenylphosphine (4.5 g, 17.1 mmol) were stirred together in dichloromethane (140 ml). Dbsopropyl azodicarboxylate (3.4 ml, 17.1 mmol) was added dropwise and an ice/water bath used to keep the temperature of the reaction mixture below...